Dataset: the Open Reaction Database (ORD), a public repository of structured organic reaction records. Task: describe an organic reaction: reactants, conditions, products, and yield Starting materials: C(C)(=O)OCC1=C(C=CC=C1NC(C)=O)NC(C)=O (2,6-di(acetamido)benzyl acetate), C([O-])([O-])=O.[K+].[K+] (potassium carbonate). Solvent: CO (methanol). Conditions: time 1 hour. Product: C(C)(=O)NC1=C(CO)C(=CC=C1)NC(C)=O (2,6-di(acetamido)benzyl alcohol). Isolated yield 82.1%. RXN SMILES: C([O:4][CH2:5][C:6]1[C:11]([NH:12][C:13](=[O:15])[CH3:14])=[CH:10][CH:9]=[CH:8][C:7]=1[NH:16][C:17](=[O:19])[CH3:18])(=O)C.C(=O)([O-])[O-].[K+].[K+]>CO>[C:13]([NH:12][C:11]1[CH:10]=[CH:9][CH:8]=[C:7]([NH:16][C:17](=[O:19])[CH3:18])[C:6]=1[CH2:5][OH:4])(=[O:15])[CH3:14] |f:1.2.3|. Reported procedure: To a solution of 2,6-di(acetamido)benzyl acetate (0.97 g) in methanol (70 ml) was added an aqueous solution (1.8 ml) of potassium carbonate (608 mg) and the mixture was stirred at room temperature for 1 hour. After methanol was evaporated under reduced pressure, the resultant residue was subjected to column chromatography on silica gel (18 g) and eluted with a mixture of chloroform and methanol (20:1) to give 2,6-di(acetamido)benzyl alcohol (0.67 g). Reactants: C(=O)([O-])[O-].[K+].[K+] (K2CO3), C1(=CC=CC=C1)S(=O)(=O)CC1=C(C=C(C=C1)[N+](=O)[O-])C1OCCO1 (2-(2-Phenylsulfonylmethyl-5-nitrophenyl)-1,3-dioxolane), [N+](=O)([O-])C=1C=CC(=C(C=O)C1)CS(=O)(=O)C1=CC=CC=C1 (5-nitro-2-phenylsufonylmethylbenzaldehyde), C(C)/C(=C(/C(=O)[O-])\CC)/C(=O)[O-] (diethylmaleate). Reagents/catalysts: C1COCCOCCOCCOCCOCCO1 (18-crown-6). The solvent is CC(=O)O (AcOH), C(C)#N (acetonitrile), O (water). Reaction conditions: time 30 minute. The product is [N+](=O)([O-])C=1C=C2C=C(C(=CC2=CC1)C(=O)OCC)C(=O)OCC (diethyl 6-nitro-2,3-naphthalenedicarboxylate). Yield: 72.8%. Reaction SMILES: C1(S([CH2:10][C:11]2[CH:16]=[CH:15][C:14]([N+]([O-])=O)=[CH:13][C:12]=2[CH:20]2[O:24][CH2:23][CH2:22][O:21]2)(=O)=O)C=CC=CC=1.[N+:25]([C:28]1[CH:29]=[CH:30]C(CS(C2C=CC=CC=2)(=O)=O)=C([CH:35]=1)C=O)([O-:27])=[O:26].C(/C(/C([O-])=O)=[C:49](\CC)/[C:50]([O-])=[O:51])C.C([O-])([O-])=[O:59].[K+].[K+]>CC(O)=O.O.C(#N)C.C1OCCOCCOCCOCCOCCOC1>[N+:25]([C:28]1[CH:35]=[C:15]2[C:14](=[CH:30][CH:29]=1)[CH:13]=[C:12]([C:20]([O:21][CH2:22][CH3:23])=[O:24])[C:11]([C:10]([O:51][CH2:50][CH3:49])=[O:59])=[CH:16]2)([O-:27])=[O:26] |f:3.4.5|. Procedure: 2-(2-Phenylsulfonylmethyl-5-nitrophenyl)-1,3-dioxolane (400 mg, 1.14 mmol) was dissolved in AcOH (8 mL) and water (2 mL). The solution was refluxed for 5 h and then concentrated under reduced pressure. The resulting solid was confirmed as the desired product by NMR and used in the next step without further purification. In a 25 mL round bottom flask, 5-nitro-2-phenylsufonylmethylbenzaldehyde (300 mg, 1.00 mmol), diethylmaleate (195 μL, 207 mg, 1.20 mmol) and 18-crown-6 (13 mg, 0.05 mmol) were di... Reactants: C(C)(C)N1CCN(CC1)C(=O)C1=CC=C(C=C1)B(O)O (4-(4-isopropylpiperazine-1-carbonyl)phenylboronic acid), C([O-])([O-])=O.[Na+].[Na+] (sodium carbonate), N#N (N2), BrC=1C=C(C=NC1)C1=NC(=NC=C1)C1=NC=CC=C1 (4-(5-bromo-pyridin-3-yl)-2-pyridin-2-yl-pyrimidine), C(Cl)Cl (DCM). The reagents and catalysts are C1=CC=C(C=C1)P([C-]2C=CC=C2)C3=CC=CC=C3.C1=CC=C(C=C1)P([C-]2C=CC=C2)C3=CC=CC=C3.Cl[Pd]Cl.[Fe+2] (PdCl2(dppf)). The solvent is COCCOC (DME). Product: C(C)(C)N1CCN(CC1)C(=O)C1=CC=C(C=C1)C=1C=NC=C(C1)C1=NC(=NC=C1)C1=NC=CC=C1 ((4-Isopropyl-piperazin-1-yl)-{4-[5-(2-pyridin-2-yl-pyrimidin-4-yl)-pyridin-3-yl]-phenyl}-methanone), 465. As a reaction SMILES: [CH:1]([N:4]1[CH2:9][CH2:8][N:7]([C:10]([C:12]2[CH:17]=[CH:16][C:15](B(O)O)=[CH:14][CH:13]=2)=[O:11])[CH2:6][CH2:5]1)([CH3:3])[CH3:2].C(=O)([O-])[O-].[Na+].[Na+].N#N.Br[C:30]1[CH:31]=[C:32]([C:36]2[CH:41]=[CH:40][N:39]=[C:38]([C:42]3[CH:47]=[CH:46][CH:45]=[CH:44][N:43]=3)[N:37]=2)[CH:33]=[N:34][CH:35]=1.C(Cl)Cl>COCCOC.C1C=CC(P(C2C=CC=CC=2)[C-]2C=CC=C2)=CC=1.C1C=CC(P(C2C=CC=CC=2)[C-]2C=CC=C2)=CC=1.Cl[Pd]Cl.[Fe+2]>[CH:1]([N:4]1[CH2:9][CH2:8][N:7]([C:10]([C:12]2[CH:17]=[CH:16][C:15]([C:30]3[CH:35]=[N:34][CH:33]=[C:32]([C:36]4[CH:41]=[CH:40][N:39]=[C:38]([C:42]5[CH:47]=[CH:46][CH:45]=[CH:44][N:43]=5)[N:37]=4)[CH:31]=3)=[CH:14][CH:13]=2)=[O:11])[CH2:6][CH2:5]1)([CH3:3])[CH3:2] |f:1.2.3,8.9.10.11|. Procedure: A stirred solution of 4-(4-isopropylpiperazine-1-carbonyl)phenylboronic acid (Int. E) (1.2 eq, 53 mg) and 2M sodium carbonate solution (2 eq, 2 ml) in DME (1 ml) under an inert atmosphere of N2 is treated with 4-(5-bromo-pyridin-3-yl)-2-pyridin-2-yl-pyrimidine (Int. H) (1 eq, 50 mg) followed by PdCl2(dppf).DCM (0.1 eq, 13 mg). The mixture is heated using microwave radiation at 90° C. for 90 minutes and then allowed to cool to RT. The mixture is extracted with DCM and the organic extracts are was...